Dataset: the Open Reaction Database (ORD), a public repository of structured organic reaction records. Task: describe an organic reaction: reactants, conditions, products, and yield Starting materials: BrC1=CN=C2C(C(=CNC2=C1)C(=O)OCC)=O (Ethyl 7-bromo-4-oxo-1,4-dihydro-1,5-naphtyridine-3-carboxylate), [OH-].[Na+] (NaOH), C (Charcoal). Solvent: O (water). Run at time 2 minute. The product is BrC1=CN=C2C(=C(C=NC2=C1)C(=O)O)O (7-bromo-4-hydroxy-1,5-naphthyridine-3-carboxylic acid). As a reaction SMILES: [Br:1][C:2]1[CH:11]=[C:10]2[C:5]([C:6](=[O:17])[C:7]([C:12]([O:14]CC)=[O:13])=[CH:8][NH:9]2)=[N:4][CH:3]=1.[OH-].[Na+].C>O>[Br:1][C:2]1[CH:11]=[C:10]2[C:5]([C:6]([OH:17])=[C:7]([C:12]([OH:14])=[O:13])[CH:8]=[N:9]2)=[N:4][CH:3]=1 |f:1.2|. Reported procedure: Ethyl 7-bromo-4-oxo-1,4-dihydro-1,5-naphtyridine-3-carboxylate (1 g, 3 mmol) and 2.5 M NaOH (10 mL) were refluxed for 1 h in a RBF fitted with a reflux condenser. The hot, heterogeneous mixture was diluted with boiling water at which point a tan precipitate dissolved. Charcoal was added to the solution, which was swirled for 2 min and then the mixture was filtered. Glacial acetic acid was added to the filtrate and a white precipitate started to form (pH adjusted to 4). The precipitate was filter... Reactants: CC(C)=O, ClP(Cl)(Cl)(Cl)Cl, Cc1cc([N+](=O)[O-])c(Cl)c([N+](=O)[O-])c1C(=O)O, N, Cc1ccccc1C(=O)Cl. Yields the product Cc1cc([N+](=O)[O-])c(Cl)c([N+](=O)[O-])c1C(N)=O. As a reaction SMILES: [CH3:35][C:36](=[O:37])[CH3:38].[Cl:18][P:19]([Cl:20])([Cl:21])([Cl:22])[Cl:23].[N+:1](=[O:2])([O-:3])[c:4]1[c:5]([C:15](=[O:16])[OH:17])[c:6]([CH3:14])[cH:7][c:8]([N+:11](=[O:12])[O-:13])[c:9]1[Cl:10].[NH3:34].[c:24]1([CH3:25])[c:26]([C:27]([Cl:28])=[O:29])[cH:30][cH:31][cH:32][cH:33]1>>[N+:1](=[O:2])([O-:3])[c:4]1[c:5]([C:15](=[O:17])[NH2:34])[c:6]([CH3:14])[cH:7][c:8]([N+:11](=[O:12])[O-:13])[c:9]1[Cl:10]. The product is CC1CCCCN1c1ccc([N+](=O)[O-])cc1C(=O)c1ccc(Cl)cc1. The reactants are CC1CCCCN1, CCO, [Ca+2], O=C(c1ccc(Cl)cc1)c1cc([N+](=O)[O-])ccc1Cl, O=C([O-])[O-]. Reaction SMILES: [CH3:20][CH:21]1[NH:22][CH2:23][CH2:24][CH2:25][CH2:26]1.[CH3:32][CH2:33][OH:34].[Ca+2:27].[Cl:1][c:2]1[c:3]([C:4](=[O:5])[c:6]2[cH:7][cH:8][c:9]([Cl:12])[cH:10][cH:11]2)[cH:13][c:14]([N+:17](=[O:18])[O-:19])[cH:15][cH:16]1.[O-:28][C:29](=[O:30])[O-:31]>>[c:2]1([N:22]2[CH:21]([CH3:20])[CH2:26][CH2:25][CH2:24][CH2:23]2)[c:3]([C:4](=[O:5])[c:6]2[cH:7][cH:8][c:9]([Cl:12])[cH:10][cH:11]2)[cH:13][c:14]([N+:17](=[O:18])[O-:19])[cH:15][cH:16]1. Reactants: COC1=CC2=C(CC(N(CC2)CCCN(CCSC2=CC=CC=C2)C)=O)C=C1OC (N-[3-(7,8-dimethoxy-1,3,4,5-tetrahydro-2H-3-benzazepin-2-on-3-yl)-propyl]-N-(2-phenylthioethyl)-methylamine), OO (hydrogen peroxide). The product is COC1=CC2=C(CC(N(CC2)CCCN(CCS(=O)C2=CC=CC=C2)C)=O)C=C1OC (N-[3-(7,8-Dimethoxy-1,3,4,5-tetrahydro-2H-3-benzazepin-2-on-3-yl)-propyl]-N-(2-phenylsulfinylethyl)-methylamine). As a reaction SMILES: [CH3:1][O:2][C:3]1[C:28]([O:29][CH3:30])=[CH:27][C:6]2[CH2:7][C:8](=[O:26])[N:9]([CH2:12][CH2:13][CH2:14][N:15]([CH3:25])[CH2:16][CH2:17][S:18][C:19]3[CH:24]=[CH:23][CH:22]=[CH:21][CH:20]=3)[CH2:10][CH2:11][C:5]=2[CH:4]=1.[OH:31]O>>[CH3:1][O:2][C:3]1[C:28]([O:29][CH3:30])=[CH:27][C:6]2[CH2:7][C:8](=[O:26])[N:9]([CH2:12][CH2:13][CH2:14][N:15]([CH3:25])[CH2:16][CH2:17][S:18]([C:19]3[CH:20]=[CH:21][CH:22]=[CH:23][CH:24]=3)=[O:31])[CH2:10][CH2:11][C:5]=2[CH:4]=1. Reported procedure: The title compound is prepared from N-[3-(7,8-dimethoxy-1,3,4,5-tetrahydro-2H-3-benzazepin-2-on-3-yl)-propyl]-N-(2-phenylthioethyl)-methylamine and hydrogen peroxide analogously to Example 4. The yield is 90.0%. RXN SMILES: BrC[CH2:3][CH2:4][CH2:5][C:6]([CH3:21])([C:15]1C=CC=CC=1)[CH2:7][O:8][CH:9]1[CH2:14][CH2:13][CH2:12][CH2:11][O:10]1.[Br:22]CCCC(C)(C)CO.O1C=CCCC1>C(Cl)Cl.O.C1(C)C=CC(S(O)(=O)=O)=CC=1>[Br:22][CH2:3][CH2:4][CH2:5][C:6]([CH3:21])([CH3:15])[CH2:7][O:8][CH:9]1[CH2:14][CH2:13][CH2:12][CH2:11][O:10]1 |f:4.5|. The product is BrCCCC(COC1OCCCC1)(C)C (2-(5-Bromo-2,2-dimethylpentyloxy)-tetrahydropyran). Run in C(Cl)Cl (CH2Cl2). The reagents and catalysts are O.C1(=CC=C(C=C1)S(=O)(=O)O)C (p-toluenesulfonic acid hydrate). Procedure: According to the procedure for the preparation of 207d, 206a (78.0 g, 0.40 mol) was reacted with 3,4-dihydro-2H-pyran (41.5 g, 0.49 mol) and p-toluenesulfonic acid hydrate (0.42 g, 2.2 mmol) in CH2Cl2 (0.5 L) to yield 207a (101.0 g, 90%) as a pale-yellow oil, which was used without further purification. 1H NMR (CDCl3): δ 4.55 (t, 1 H, J=2.9), 3.83 (m, 1 H), 3.51 (m, 1 H), 3.47 (d, 1 H, J=9.0), 3.38 (t, 2 H, J=6.8), 2.98 (d, 1 H, J=9.0), 1.94-1.75 (m, 2 H), 1.75-1.44 (m, 6 H), 1.40 (t, 2 H, J=8.5... Reactants: O1CCCC=C1 (3,4-dihydro-2H-pyran), BrCCCCC(COC1OCCCC1)(C1=CC=CC=C1)C (2-(6-Bromo-2-methyl-2-phenylhexyloxy)-tetrahydropyran), BrCCCC(CO)(C)C (5-Bromo-2,2-dimethylpentan-1-ol). Reactants: C1(CCCCC1)=O (cyclohexanone), C1(CCCCC1)C1=NC2=C3N=CC=CC3=CC=C2C=C1 (2-(cyclohexyl)-1,10-phenanthroline), SmI2. Yields the product C1(CCCCC1)C1=NC2=C3N=C(C=CC3=CC=C2C=C1)C1(CCCCC1)O (2-[(Cyclohexyl)]-9-[(1-hydroxycyclohexyl)]-1,10-phenanthroline). Isolated yield 60.0%. Reaction SMILES: [C:1]1(=[O:7])[CH2:6][CH2:5][CH2:4][CH2:3][CH2:2]1.[CH:8]1([C:14]2[CH:27]=[CH:26][C:25]3[C:16](=[C:17]4[C:22](=[CH:23][CH:24]=3)[CH:21]=[CH:20][CH:19]=[N:18]4)[N:15]=2)[CH2:13][CH2:12][CH2:11][CH2:10][CH2:9]1>>[CH:8]1([C:14]2[CH:27]=[CH:26][C:25]3[C:16](=[C:17]4[C:22](=[CH:23][CH:24]=3)[CH:21]=[CH:20][C:19]([C:1]3([OH:7])[CH2:6][CH2:5][CH2:4][CH2:3][CH2:2]3)=[N:18]4)[N:15]=2)[CH2:9][CH2:10][CH2:11][CH2:12][CH2:13]1. Procedure details: By following General Procedure I, cyclohexanone (0.094 g, 0.953 mmol) was added to 2-(cyclohexyl)-1,10-phenanthroline, prepared as described by Example 15, (0.100 g, 0.381 mmol) and 0.1 M SmI2 (8.38 mL, 0.838 mmol) yielding 0.083 g (60% yield) of the title compound as a colorless oil: 1H NMR (300 MHz, CDCl3) δ8.24 and 8.14 (two d, J=8.40 Hz, Hp3 and Hp9), 7.76 and 7.70 (two d, J=8.80 Hz, Hp5 and Hp6), 7.66 and 7.52 (two d, J=8.40 Hz, Hp4 and Hp7), 3.06 (tt, J=11.85, 3.30 Hz, (CH2)5CH (phenan)), ...